Dataset: the Open Reaction Database (ORD), a public repository of structured organic reaction records. Task: describe an organic reaction: reactants, conditions, products, and yield The product is ClC=1C=CC(=NC1)C=1CCN(CC1)[C@@H]([C@@](CN1N=CN=C1)(O)C1=C(C=C(C=C1)F)F)C ((2R,3R)-3-(5-chloro-3′,6′-dihydro-2,4′-bipyridin-1′(2′H)-yl)-2-(2,4-difluorophenyl)-1-(1,2,4-triazol-1-yl)butan-2-ol). Run in C(C)#N (acetonitrile). Procedure details: (2R,3S)-2-(2,4-Difluorophenyl)-3-methyl-2-(1H-1,2,4-triazol-1-ylmethyl)oxirane (0.76 g, 3.0 mmol) and 5-chloro-1′,2′,3′,6′-tetrahydro-2,4′-bipyridine (1.31 g, 6.7 mmol) were dissolved in acetonitrile (20 ml), and lithium perchlorate trihydrate (1.50 g, 9.3 mmol) was added thereto and refluxed for 40 hours. The solvent was evaporated under a reduced pressure, and the thus obtained residue was dissolved in ethyl acetate and washed with water. The solvent was again evaporated under a reduced pressu... Yield: 63.8%. Reaction SMILES: [F:1][C:2]1[CH:7]=[C:6]([F:8])[CH:5]=[CH:4][C:3]=1[C@@:9]1([CH2:13][N:14]2[CH:18]=[N:17][CH:16]=[N:15]2)[C@H:11]([CH3:12])[O:10]1.[Cl:19][C:20]1[CH:21]=[CH:22][C:23]([C:26]2[CH2:27][CH2:28][NH:29][CH2:30][CH:31]=2)=[N:24][CH:25]=1.O.O.O.Cl([O-])(=O)(=O)=O.[Li+]>C(#N)C>[Cl:19][C:20]1[CH:21]=[CH:22][C:23]([C:26]2[CH2:27][CH2:28][N:29]([C@H:11]([CH3:12])[C@:9]([C:3]3[CH:4]=[CH:5][C:6]([F:8])=[CH:7][C:2]=3[F:1])([OH:10])[CH2:13][N:14]3[CH:18]=[N:17][CH:16]=[N:15]3)[CH2:30][CH:31]=2)=[N:24][CH:25]=1 |f:2.3.4.5.6|. Starting materials: FC1=C(C=CC(=C1)F)[C@@]1(O[C@H]1C)CN1N=CN=C1 ((2R,3S)-2-(2,4-Difluorophenyl)-3-methyl-2-(1H-1,2,4-triazol-1-ylmethyl)oxirane), ClC=1C=CC(=NC1)C=1CCNCC1 (5-chloro-1′,2′,3′,6′-tetrahydro-2,4′-bipyridine), O.O.O.Cl(=O)(=O)(=O)[O-].[Li+] (lithium perchlorate trihydrate).